The task is: describe an organic reaction: reactants, conditions, products, and yield. This data is from the Open Reaction Database (ORD), a public repository of structured organic reaction records. The reactants are [N+](=O)([O-])C1=C(C=CC(=C1)[N+](=O)[O-])F (2,4-dinitrofluorobenzene), C([O-])([O-])=O.[K+].[K+] (potassium carbonate), Cl.ClCC=1NC=CN1 (2-(Chloromethyl)imidazole hydrochloride). Solvent: C(C)#N (acetonitrile). Reaction conditions: time 8 hour. The product is [N+](=O)([O-])C1=C(C=CC(=C1)[N+](=O)[O-])N1C(=NC=C1)CCl (1-(2,4-Dinitrophenyl)-2-(chloromethyl)imidazole). As a reaction SMILES: Cl.[Cl:2][CH2:3][C:4]1[NH:5][CH:6]=[CH:7][N:8]=1.[N+:9]([C:12]1[CH:17]=[C:16]([N+:18]([O-:20])=[O:19])[CH:15]=[CH:14][C:13]=1F)([O-:11])=[O:10].C(=O)([O-])[O-].[K+].[K+]>C(#N)C>[N+:9]([C:12]1[CH:17]=[C:16]([N+:18]([O-:20])=[O:19])[CH:15]=[CH:14][C:13]=1[N:5]1[CH:6]=[CH:7][N:8]=[C:4]1[CH2:3][Cl:2])([O-:11])=[O:10] |f:0.1,3.4.5|. Procedure details: 2-(Chloromethyl)imidazole hydrochloride (920 mg) was dissolved in 5 ml of acetonitrile. To this solution was added 830 μL of 2,4-dinitrofluorobenzene and 2.5 g of potassium carbonate. The reaction mixture was stirred at room temperature overnight. The reaction mixture was concentrated under reduced pressure and the residue was partitioned between ethyl acetate and water. The organic layer was dried (sodium sulfate) and concentrated. The crude reaction product was purified by flash silica gel chr...